This data is from the Open Reaction Database (ORD), a public repository of structured organic reaction records. The task is: describe an organic reaction: reactants, conditions, products, and yield Reactants: S([O-])(O)=O.[Na+] (sodium bisulfite), starch iodide, [OH-].[Na+] (NaOH), N(=O)[O-].[Na+] (NaNO2), NC=1SC(=NN1)C(F)(F)F (2-amino-5-trifluoromethyl-1,3,4-thiadiazole), Br (HBr), resultant mixture. The reagents and catalysts are [Cu] (copper bronze). Yields the product BrC=1SC(=NN1)C(F)(F)F (2-bromo-5-trifluoromethyl-1,3,4-thiadiazole). As a reaction SMILES: N([O-])=O.[Na+].N[C:6]1[S:7][C:8]([C:11]([F:14])([F:13])[F:12])=[N:9][N:10]=1.[OH-].[Na+].S(=O)(O)[O-].[Na+].[BrH:22]>[Cu]>[Br:22][C:6]1[S:7][C:8]([C:11]([F:14])([F:13])[F:12])=[N:9][N:10]=1 |f:0.1,3.4,5.6|. Reported procedure: To a rapidly stirred suspension of copper bronze (6.1 g.) in 48% HBr (975 ml.) was added over a 1 hour period and cooling to -15° a mixture of NaNO2 (195 g., 2.83 mol.) and 2-amino-5-trifluoromethyl-1,3,4-thiadiazole (103 g., 0.61 mol.) [I. Lalezari and N. Sharghi, J. Hetero. Chem. 3:336 (1966)]. The resultant mixture was stirred for 0.75 hour with ice bath cooling and for 1.5 hour without cooling. The mixture was adjusted to pH 8 using 50% NaOH and maintaining the temperature below 20°. Saturat... Starting materials: Nc1ccc2ncnc(Nc3cccc(Br)c3)c2c1, O=C1C=CC(=O)O1, c1ccncc1. Product: O=C(O)C=CC(=O)Nc1ccc2ncnc(Nc3cccc(Br)c3)c2c1. As a reaction SMILES: [Br:1][c:2]1[cH:3][c:4]([NH:8][c:9]2[n:10][cH:11][n:12][c:13]3[cH:14][cH:15][c:16]([NH2:19])[cH:17][c:18]23)[cH:5][cH:6][cH:7]1.[O:20]=[C:21]1[O:22][C:23](=[O:24])[CH:25]=[CH:26]1.[cH:27]1[cH:28][cH:29][n:30][cH:31][cH:32]1>>[Br:1][c:2]1[cH:3][c:4]([NH:8][c:9]2[n:10][cH:11][n:12][c:13]3[cH:14][cH:15][c:16]([NH:19][C:23](=[O:24])[CH:25]=[CH:26][C:21](=[O:20])[OH:22])[cH:17][c:18]23)[cH:5][cH:6][cH:7]1. Starting materials: C(C)(C)(C)OC(=O)N1CCC(CC1)=O (1-tert-butoxycarbonyl-4-ketopiperidine), O (Water), [Cl-].N1=C(C=CC2=CC=CC=C12)C[P+](C1=CC=CC=C1)(C1=CC=CC=C1)C1=CC=CC=C1 (2-quinolylmethyltriphenylphosphonium chloride), solution, C(CCC)[Li] (butyllithium). Solvent: C1CCOC1 (THF), C1CCOC1 (THF). Run at time 10 minute. Yields the product C(C)(C)(C)OC(=O)N1CCC(CC1)=CC1=NC2=CC=CC=C2C=C1 (1-tert-butoxycarbonyl-4-(2-quinolylmethylene)piperidine). RXN SMILES: [Cl-].[N:2]1[C:11]2[C:6](=[CH:7][CH:8]=[CH:9][CH:10]=2)[CH:5]=[CH:4][C:3]=1[CH2:12][P+](C1C=CC=CC=1)(C1C=CC=CC=1)C1C=CC=CC=1.C([Li])CCC.[C:37]([O:41][C:42]([N:44]1[CH2:49][CH2:48][C:47](=O)[CH2:46][CH2:45]1)=[O:43])([CH3:40])([CH3:39])[CH3:38].O>C1COCC1>[C:37]([O:41][C:42]([N:44]1[CH2:49][CH2:48][C:47](=[CH:12][C:3]2[CH:4]=[CH:5][C:6]3[C:11](=[CH:10][CH:9]=[CH:8][CH:7]=3)[N:2]=2)[CH2:46][CH2:45]1)=[O:43])([CH3:40])([CH3:38])[CH3:39] |f:0.1|. Procedure: Under argon, 2-quinolylmethyltriphenylphosphonium chloride (8.72 g) was dissolved in anhydrous THF (60 ml), and a 1.6N solution (15 ml) of butyllithium was added dropwise over 20 minutes under cooling on ice. The mixture was then stirred for 10 minutes at room temperature. To the mixture, an anhydrous THF (24 ml) solution of 1-tert-butoxycarbonyl-4-ketopiperidine (4.29 g) was added dropwise over 15 minutes under cooling on ice. The mixture was stirred for 30 minutes under cooling on ice and furt...